This data is from the Open Reaction Database (ORD), a public repository of structured organic reaction records. The task is: describe an organic reaction: reactants, conditions, products, and yield The reactants are C(C)(=O)OCC(=O)N1CCC(CC1)C1CC(=NO1)C1=NC(=NC(=C1)C(NCC1=CC(=C(C=C1)F)OC)=O)C (2-(4-(3-(6-(4-Fluoro-3-methoxybenzylcarbamoyl)-2-methylpyrimidin-4-yl)-4,5-dihydroisoxazol-5-yl)piperidin-1-yl)-2-oxoethyl acetate), [OH-].[Na+] (sodium hydroxide). Run in C(C)#N (ACN). Reaction conditions: time 6 hour. The product is FC1=C(C=C(CNC(=O)C2=NC(=NC(=C2)C2=NOC(C2)C2CCN(CC2)C(CO)=O)C)C=C1)OC (N-(4-fluoro-3-methoxybenzyl)-6-(5-(1-(2-hydroxyacetyl)piperidin-4-yl)-4,5-dihydroisoxazol-3-yl)-2-methylpyrimidine-4-carboxamide). Isolated yield 38.3%. Reaction SMILES: C([O:4][CH2:5][C:6]([N:8]1[CH2:13][CH2:12][CH:11]([CH:14]2[O:18][N:17]=[C:16]([C:19]3[CH:24]=[C:23]([C:25](=[O:37])[NH:26][CH2:27][C:28]4[CH:33]=[CH:32][C:31]([F:34])=[C:30]([O:35][CH3:36])[CH:29]=4)[N:22]=[C:21]([CH3:38])[N:20]=3)[CH2:15]2)[CH2:10][CH2:9]1)=[O:7])(=O)C.[OH-].[Na+]>C(#N)C>[F:34][C:31]1[CH:32]=[CH:33][C:28]([CH2:27][NH:26][C:25]([C:23]2[CH:24]=[C:19]([C:16]3[CH2:15][CH:14]([CH:11]4[CH2:10][CH2:9][N:8]([C:6](=[O:7])[CH2:5][OH:4])[CH2:13][CH2:12]4)[O:18][N:17]=3)[N:20]=[C:21]([CH3:38])[N:22]=2)=[O:37])=[CH:29][C:30]=1[O:35][CH3:36] |f:1.2|. Procedure: 2-(4-(3-(6-(4-Fluoro-3-methoxybenzylcarbamoyl)-2-methylpyrimidin-4-yl)-4,5-dihydroisoxazol-5-yl)piperidin-1-yl)-2-oxoethyl acetate (1.8 g, 3.5 mmol) was dissolved in ACN (20 mL) and 2.5 N sodium hydroxide (20 mL) was added. The mixture was stirred for about 6 h and then ACN was removed under reduced pressure. The aqueous layer was adjusted to pH 6 with 10% aqueous hydrogen chloride and then extracted with EtOAc (2×15 mL). The combined organic layers were dried over sodium sulphate and concentrat... The reactants are CCOC(=O)c1cnc(SC)nc1Cl, CCOC(=O)CCNC1CCCCC1, CCN(C(C)C)C(C)C, ClCCl. The product is CCOC(=O)CCN(c1nc(SC)ncc1C(=O)OCC)C1CCCCC1. RXN SMILES: [CH2:15]([CH3:16])[O:17][C:18](=[O:19])[c:20]1[c:21]([Cl:28])[n:22][c:23]([S:26][CH3:27])[n:24][cH:25]1.[CH2:1]([CH3:2])[O:3][C:4]([CH2:5][CH2:6][NH:7][CH:8]1[CH2:9][CH2:10][CH2:11][CH2:12][CH2:13]1)=[O:14].[CH:29]([N:30]([CH:31]([CH3:32])[CH3:33])[CH2:34][CH3:35])([CH3:36])[CH3:37].[Cl:38][CH2:39][Cl:40]>>[CH2:1]([CH3:2])[O:3][C:4]([CH2:5][CH2:6][N:7]([CH:8]1[CH2:9][CH2:10][CH2:11][CH2:12][CH2:13]1)[c:21]1[c:20]([C:18]([O:17][CH2:15][CH3:16])=[O:19])[cH:25][n:24][c:23]([S:26][CH3:27])[n:22]1)=[O:14]. As a reaction SMILES: [B:40]([Br:41])([Br:42])[Br:43].[CH2:49]([Cl:50])[Cl:51].[CH3:1][O:2][CH2:3][CH:4]([O:5][c:6]1[cH:7][c:8]([O:9][c:10]2[cH:11][cH:12][c:13]([C:16](=[O:17])[N:18]3[CH2:19][CH2:20][N:21]([CH3:24])[CH2:22][CH2:23]3)[n:14][cH:15]2)[cH:25][c:26](-[c:28]2[nH:29][c:30]([C:33]3=[N:37][CH2:36][CH:35]([CH3:38])[O:34]3)[cH:31][cH:32]2)[cH:27]1)[CH3:39].[Na+:44].[OH:45][C:46](=[O:47])[O-:48]>>[OH:2][CH2:3][CH:4]([O:5][c:6]1[cH:7][c:8]([O:9][c:10]2[cH:11][cH:12][c:13]([C:16](=[O:17])[N:18]3[CH2:19][CH2:20][N:21]([CH3:24])[CH2:22][CH2:23]3)[n:14][cH:15]2)[cH:25][c:26](-[c:28]2[nH:29][c:30]([C:33]3=[N:37][CH2:36][CH:35]([CH3:38])[O:34]3)[cH:31][cH:32]2)[cH:27]1)[CH3:39]. Yields the product CC1CN=C(c2ccc(-c3cc(Oc4ccc(C(=O)N5CCN(C)CC5)nc4)cc(OC(C)CO)c3)[nH]2)O1. The reactants are BrB(Br)Br, ClCCl, COCC(C)Oc1cc(Oc2ccc(C(=O)N3CCN(C)CC3)nc2)cc(-c2ccc(C3=NCC(C)O3)[nH]2)c1, [Na+], O=C([O-])O. Starting materials: [Si](C)(C)(C(C)(C)C)O[C@@H]1C[C@H]([C@H](C1)C1=NN=C2N1C1=C(N=C2)N(C=C1)S(=O)(=O)C1=CC=C(C)C=C1)CC (1-((1S,2R,4R)-4-(tert-butyldimethylsilyloxy)-2-ethylcyclopentyl)-6-tosyl-6H-pyrrolo[2,3-e][1,2,4]triazolo[4,3-a]pyrazine), Cl (HCl), CCOC(=O)C (EtOAc). Solvent: C(C)O (ethanol), C(C)[C@@H]1C[C@H](C[C@@H]1C1=NN=C2N1C1=C(N=C2)N(C=C1)S(=O)(=O)C1=CC=C(C)C=C1)O ((1R,3R,4S)-3-ethyl-4-(6-tosyl-6H-pyrrolo[2,3-e][1,2,4]triazolo[4,3-a]pyrazin-1-yl)cyclopentanol). Reaction conditions: time 1 hour. Yields the product C(C)C1CC(CC1C1=NN=C2N1C1=C(N=C2)N(C=C1)S(=O)(=O)C1=CC=C(C)C=C1)O (3-ethyl-4-(6-tosyl-6H-pyrrolo[2,3-e][1,2,4]triazolo[4,3-a]pyrazin-1-yl)cyclopentanol). As a reaction SMILES: [Si]([O:8][C@H:9]1[CH2:13][C@H:12]([C:14]2[N:18]3[C:19]4[CH:25]=[CH:24][N:23]([S:26]([C:29]5[CH:35]=[CH:34][C:32]([CH3:33])=[CH:31][CH:30]=5)(=[O:28])=[O:27])[C:20]=4[N:21]=[CH:22][C:17]3=[N:16][N:15]=2)[C@H:11]([CH2:36][CH3:37])[CH2:10]1)(C(C)(C)C)(C)C.Cl.CCOC(C)=O>C(O)C.C([C@H]1[C@@H](C2N3C4C=CN(S(C5C=CC(C)=CC=5)(=O)=O)C=4N=CC3=NN=2)C[C@H](O)C1)C>[CH2:36]([CH:11]1[CH:12]([C:14]2[N:18]3[C:19]4[CH:25]=[CH:24][N:23]([S:26]([C:29]5[CH:30]=[CH:31][C:32]([CH3:33])=[CH:34][CH:35]=5)(=[O:28])=[O:27])[C:20]=4[N:21]=[CH:22][C:17]3=[N:16][N:15]=2)[CH2:13][CH:9]([OH:8])[CH2:10]1)[CH3:37]. Procedure details: A scalemic mixture enriched in 1-((1S,2R,4R)-4-(tert-butyldimethylsilyloxy)-2-ethylcyclopentyl)-6-tosyl-6H-pyrrolo[2,3-e][1,2,4]triazolo[4,3-a]pyrazine (1.55 g, 2.87 mmol) was suspended in ethanol (30 mL). Concentrated HCl (0.3 mL, 3.65 mmol) was added dropwise. After about 1 h., the suspension was sonicated until all solid went into solution. EtOAc (250 mL) was added and the organics were washed with saturated aqueous NaHCO3 (2×30 mL) and brine (30 mL), dried over anhydrous MgSO4, filtered, and... Reactants: OC1=NC(N(C=C1C)CC(=O)O)=O (2-(4-hydroxy-5-methyl-2-oxo-1,2-dihydro-1-pyrimidinyl)acetic acid), NC1=NC=2C=CC=NC2C2=C1N=C(N2CCCCN)CCCC (4-(4-amino-2-butyl-1H-imidazo[4,5-c][1,5]naphthyridin-1-yl)butaneamine). The product is NC1=NC=2C=CC=NC2C2=C1N=C(N2CCCCNC(CN2C(N=C(C(=C2)C)O)=O)=O)CCCC (N1-[4-(4-amino-2-butyl-1H-imidazo[4,5-c][1,5]naphthyridin-1-yl)butyl]-2-(4-hydroxy-5-methyl-2-oxo-1,2-dihydro-1-pyrimidinyl)acetamide). Isolated yield 19.6%. Reaction SMILES: [OH:1][C:2]1[C:7]([CH3:8])=[CH:6][N:5]([CH2:9][C:10]([OH:12])=O)[C:4](=[O:13])[N:3]=1.[NH2:14][C:15]1[C:24]2[N:25]=[C:26]([CH2:33][CH2:34][CH2:35][CH3:36])[N:27]([CH2:28][CH2:29][CH2:30][CH2:31][NH2:32])[C:23]=2[C:22]2[N:21]=[CH:20][CH:19]=[CH:18][C:17]=2[N:16]=1>>[NH2:14][C:15]1[C:24]2[N:25]=[C:26]([CH2:33][CH2:34][CH2:35][CH3:36])[N:27]([CH2:28][CH2:29][CH2:30][CH2:31][NH:32][C:10](=[O:12])[CH2:9][N:5]3[CH:6]=[C:7]([CH3:8])[C:2]([OH:1])=[N:3][C:4]3=[O:13])[C:23]=2[C:22]2[N:21]=[CH:20][CH:19]=[CH:18][C:17]=2[N:16]=1. Reported procedure: Using the general method of Example 105 2-(4-hydroxy-5-methyl-2-oxo-1,2-dihydro-1-pyrimidinyl)acetic acid (0.12 g, 64 mmol) was reacted with 4-(4-amino-2-butyl-1H-imidazo[4,5-c][1,5]naphthyridin-1-yl)butaneamine (0.2 g, 0.64 mmol) to provide 0.06 g of N1-[4-(4-amino-2-butyl-1H-imidazo[4,5-c][1,5]naphthyridin-1-yl)butyl]-2-(4-hydroxy-5-methyl-2-oxo-1,2-dihydro-1-pyrimidinyl)acetamide as a solid, m.p. 242-244° C. Reactants: C1(=CC=CC=C1)CCCBr (3-phenylpropyl bromide), C(C=1C(N)=CC=CC1)(=O)OC (methyl anthranilate), C([O-])([O-])=O.[K+].[K+] (potassium carbonate). Run in O1CCOCC1 (dioxane). Reaction conditions: time 60 hour. The product is C1(=CC=CC=C1)CCCNC1=C(C(=O)OC)C=CC=C1 (methyl 2-(3-phenylpropylamino)benzoate). As a reaction SMILES: [C:1]1([CH2:7][CH2:8][CH2:9]Br)[CH:6]=[CH:5][CH:4]=[CH:3][CH:2]=1.[C:11]([O:20][CH3:21])(=[O:19])[C:12]1[C:13](=[CH:15][CH:16]=[CH:17][CH:18]=1)[NH2:14].C(=O)([O-])[O-].[K+].[K+]>O1CCOCC1>[C:1]1([CH2:7][CH2:8][CH2:9][NH:14][C:13]2[CH:15]=[CH:16][CH:17]=[CH:18][C:12]=2[C:11]([O:20][CH3:21])=[O:19])[CH:6]=[CH:5][CH:4]=[CH:3][CH:2]=1 |f:2.3.4|. Procedure details: A mixture of 14 g of 3-phenylpropyl bromide, 7.5 g of methyl anthranilate and 18 g of finely ground anhydrous potassium carbonate in 40 ml of anhydrous dioxane is boiled under a reflux condenser with a protective atmosphere of argon gas for about 60 hours, with magnetic stirring. After the solvent has been removed by distillation, 200 ml of methylene chloride and 100 ml of water are added, the organic phase is separated off and dried over magnesium sulfate, and the solvent is driven off. Column ...